Dataset: the Open Reaction Database (ORD), a public repository of structured organic reaction records. Task: describe an organic reaction: reactants, conditions, products, and yield Starting materials: C(C)(C)(C)C1=C(C(=CC=C1)C(C)(C)C)O (2,6-Di-tert-butylphenol), C(#N)C1=CC=C(C=O)C=C1 (4-cyano-benzaldehyde), N1CCCCC1 (piperidine). The product is C(C)(C)(C)C1=C(C(=CC(=C1)C(C1=CC=C(C=C1)C#N)N1CCCCC1)C(C)(C)C)O (2,6-Di-tert-butyl-4-[4-cyano-α-(piperidin-1-yl )benzyl]phenol). Run in C=1(C(=CC=CC1)C)C (xylene). As a reaction SMILES: [C:1]([C:5]1[CH:10]=[CH:9][CH:8]=[C:7]([C:11]([CH3:14])([CH3:13])[CH3:12])[C:6]=1[OH:15])([CH3:4])([CH3:3])[CH3:2].[C:16]([C:18]1[CH:25]=[CH:24][C:21]([CH:22]=O)=[CH:20][CH:19]=1)#[N:17].[NH:26]1[CH2:31][CH2:30][CH2:29][CH2:28][CH2:27]1>C1(C)C(C)=CC=CC=1>[C:11]([C:7]1[CH:8]=[C:9]([CH:22]([N:26]2[CH2:31][CH2:30][CH2:29][CH2:28][CH2:27]2)[C:21]2[CH:24]=[CH:25][C:18]([C:16]#[N:17])=[CH:19][CH:20]=2)[CH:10]=[C:5]([C:1]([CH3:4])([CH3:3])[CH3:2])[C:6]=1[OH:15])([CH3:14])([CH3:13])[CH3:12]. Procedure details: 2,6-Di-tert-butylphenol (4.12 g, 0.02 mol), 2.62 g (0.02 mol) of 4-cyano-benzaldehyde and 1.7 g (0.02 mol) of piperidine are refluxed under nitrogen in 25 ml of xylene for 24 hours. The solution is then evaporated in vacuo and the residue chromatographed on silica gel with toluene/ethyl acetate (9:1) to give 6.2 g of a practically pure title compound. A 5 g portion of said compound is recrystallized twice from acetonitrile to give 1.0 g of a pure sample as colorless crystals, melting at 139°-140... Reactants: FC1=C2C(CCOC2=CC(=C1)F)(C)C1=CNC2=C(C=CC=C12)CSC (3-(5,7-Difluoro-4-methyl-3,4-dihydro-2H-chromen-4-yl)-7-[(methylsulfanyl)methyl]-1H-indole), ClCCl (dichloromethane), ClC1=CC(=CC=C1)C(=O)OO (meta-chloroperbenzoic acid). Solvent: CO (methanol). Run at time 2 hour. Product: FC1=C2C(CCOC2=CC(=C1)F)(C)C1=CNC2=C(C=CC=C12)CS(=O)C (3-(5,7-Difluoro-4-methyl-3,4-dihydro-2H-chromen-4-yl)-7-[(methylsulfinyl)methyl]-1H-indole). As a reaction SMILES: [F:1][C:2]1[CH:11]=[C:10]([F:12])[CH:9]=[C:8]2[C:3]=1[C:4]([C:14]1[C:22]3[C:17](=[C:18]([CH2:23][S:24][CH3:25])[CH:19]=[CH:20][CH:21]=3)[NH:16][CH:15]=1)([CH3:13])[CH2:5][CH2:6][O:7]2.ClCCl.ClC1C=CC=C(C(OO)=[O:37])C=1>CO>[F:1][C:2]1[CH:11]=[C:10]([F:12])[CH:9]=[C:8]2[C:3]=1[C:4]([C:14]1[C:22]3[C:17](=[C:18]([CH2:23][S:24]([CH3:25])=[O:37])[CH:19]=[CH:20][CH:21]=3)[NH:16][CH:15]=1)([CH3:13])[CH2:5][CH2:6][O:7]2. Procedure: 75 mg (0.21 mmol) of the compound from Example 193 were introduced into 10 ml of dichloromethane at 0° C., 51 mg (0.21 mmol) of 70% pure meta-chloroperbenzoic acid were added, and the mixture was stirred at RT for 2 h. 2 ml of methanol were added, and the solution was concentrated. The crude product was purified by preparative HPLC (mobile phase: acetonitrile/water gradient). The reactants are C(C)(C)(C)OC(=O)N[C@@H]1CN(C[C@@H]1C)C=1C(=CC2=C3N(C(COC31)C)C=C(C2=O)C(=O)O)F (10-(cis-3-t-butoxycarbonylamino-4-methyl-1-pyrrolidinyl)-9-fluoro-2,3-dihydro-3-methyl-7-oxo-7H-pyrido[1,2,3-de][1,4]benzoxazine-6-carboxylic acid), Cl (hydrochloride). Solvent: C(C)O (ethanol). Conditions: time 2 hour. Product: Cl.N[C@@H]1CN(C[C@@H]1C)C=1C(=CC2=C3N(C(COC31)C)C=C(C2=O)C(=O)O)F (10-(cis-3-Amino-4-methyl-1-pyrrolidinyl)-9-fluoro-2,3-dihydro-3-methyl-7-oxo-7H-pyrido[1,2,3-de][1,4]benzoxazine-6-carboxylic acid hydrochloride). RXN SMILES: C(OC([NH:8][C@H:9]1[C@@H:13]([CH3:14])[CH2:12][N:11]([C:15]2[C:16]([F:33])=[CH:17][C:18]3[C:28](=[O:29])[C:27]([C:30]([OH:32])=[O:31])=[CH:26][N:20]4[CH:21]([CH3:25])[CH2:22][O:23][C:24]=2[C:19]=34)[CH2:10]1)=O)(C)(C)C.[ClH:34]>C(O)C>[ClH:34].[NH2:8][C@H:9]1[C@@H:13]([CH3:14])[CH2:12][N:11]([C:15]2[C:16]([F:33])=[CH:17][C:18]3[C:28](=[O:29])[C:27]([C:30]([OH:32])=[O:31])=[CH:26][N:20]4[CH:21]([CH3:25])[CH2:22][O:23][C:24]=2[C:19]=34)[CH2:10]1 |f:3.4|. Reported procedure: A mixture of 10-(cis-3-t-butoxycarbonylamino-4-methyl-1-pyrrolidinyl)-9-fluoro-2,3-dihydro-3-methyl-7-oxo-7H-pyrido[1,2,3-de][1,4]benzoxazine-6-carboxylic acid (0.55 g) in ethanol (8 ml) and ethanolic hydrochloride solution (10 ml) was stirred for 2 hours at room temperature and then concentrated. To the resulting residue was added ethanol and the resulting precipitate was collected by filtration and then washed with hot ethanol to give the title compound (0.5 g) as yellowish powder, mp 298° C. ... The reactants are CCOP(=O)(COCOCCl)OCC, [H-], Nc1cc[nH]c(=O)n1, [Na+], CN(C)C=O. Yields the product CCOP(=O)(COCOCn1ccc(N)nc1=O)OCC. As a reaction SMILES: [Cl:11][CH2:12][O:13][CH2:14][O:15][CH2:16][P:17](=[O:18])([O:19][CH2:20][CH3:21])[O:22][CH2:23][CH3:24].[H-:1].[NH2:3][c:4]1[cH:5][cH:6][nH:7][c:8](=[O:9])[n:10]1.[Na+:2].[O:25]=[CH:26][N:27]([CH3:28])[CH3:29]>>[NH2:3][c:4]1[cH:5][cH:6][n:7]([CH2:12][O:13][CH2:14][O:15][CH2:16][P:17](=[O:18])([O:19][CH2:20][CH3:21])[O:22][CH2:23][CH3:24])[c:8](=[O:9])[n:10]1. Reaction SMILES: [NH2:1][C:2]1[N:7]=[CH:6][C:5]([S:8]([N:11]2[CH2:16][CH2:15][N:14]([C:17]3[N:22]=[CH:21][C:20]([C@:23]([OH:29])([CH3:28])[C:24]([F:27])([F:26])[F:25])=[CH:19][N:18]=3)[C@@H:13]([C:30]#[C:31][CH3:32])[CH2:12]2)(=[O:10])=[O:9])=[CH:4][CH:3]=1.NC1N=CC(S(N2CCN(C3N=CC([C@@](O)(C)C(F)(F)F)=CN=3)[C@H](C#CC)C2)(=O)=O)=CC=1.NC1N=CC(S(N2CCN(C3N=CC([C@](O)(C)C(F)(F)F)=CN=3)[C@H](C#CC)C2)(=O)=O)=CC=1>>[NH2:1][C:2]1[N:7]=[CH:6][C:5]([S:8]([N:11]2[CH2:16][CH2:15][N:14]([C:17]3[N:22]=[CH:21][C:20]([C@@:23]([OH:29])([CH3:28])[C:24]([F:27])([F:26])[F:25])=[CH:19][N:18]=3)[C@@H:13]([C:30]#[C:31][CH3:32])[CH2:12]2)(=[O:9])=[O:10])=[CH:4][CH:3]=1. Reactants: NC1=CC=C(C=N1)S(=O)(=O)N1C[C@@H](N(CC1)C1=NC=C(C=N1)[C@@](C(F)(F)F)(C)O)C#CC ((2R)-2-(2-((2S)-4-((6-amino-3-pyridinyl)sulfonyl)-2-(1-propyn-1-yl)-1-piperazinyl)-5-pyrimidinyl)-1,1,1-trifluoro-2-propanol), NC1=CC=C(C=N1)S(=O)(=O)N1C[C@H](N(CC1)C1=NC=C(C=N1)[C@](C(F)(F)F)(C)O)C#CC ((2S)-2-(2-((2R)-4-((6-amino-3-pyridinyl)sulfonyl)-2-(1-propyn-1-yl)-1-piperazinyl)-5-pyrimidinyl)-1,1,1-trifluoro-2-propanol), NC1=CC=C(C=N1)S(=O)(=O)N1C[C@H](N(CC1)C1=NC=C(C=N1)[C@@](C(F)(F)F)(C)O)C#CC ((2R)-2-(2-((2R)-4-((6-amino-3-pyridinyl)sulfonyl)-2-(1-propyn-1-yl)-1-piperazinyl)-5-pyrimidinyl)-1,1,1-trifluoro-2-propanol). Reported procedure: (2R)-2-(2-((2S)-4-((6-amino-3-pyridinyl)sulfonyl)-2-(1-propyn-1-yl)-1-piperazinyl)-5-pyrimidinyl)-1,1,1-trifluoro-2-propanol; (2S)-2-(2-((2R)-4-((6-amino-3-pyridinyl)sulfonyl)-2-(1-propyn-1-yl)-1-piperazinyl)-5-pyrimidinyl)-1,1,1-trifluoro-2-propanol; and (2R)-2-(2-((2R)-4-((6-amino-3-pyridinyl)sulfonyl)-2-(1-propyn-1-yl)-1-piperazinyl)-5-pyrimidinyl)-1,1,1-trifluoro-2-propanol. Product: NC1=CC=C(C=N1)S(=O)(=O)N1C[C@@H](N(CC1)C1=NC=C(C=N1)[C@](C(F)(F)F)(C)O)C#CC ((2S)-2-(2-((2S)-4-((6-amino-3-pyridinyl)sulfonyl)-2-(1-propyn-1-yl)-1-piperazinyl)-5-pyrimidinyl)-1,1,1-trifluoro-2-propanol). Starting materials: BrC1=C(C=2C(=C3C(=NC2S1)CCCCC3)C=3SC=CC3)C#N (2-bromo-4-thiophen-2-yl-6,7,8,9-tetrahydro-5H-1-thia-10-aza-cyclohepta[f]indene-3-carbonitrile), COC1=CC=C(C=C1)B(O)O (p-methoxyphenyl boronic acid), C(=O)(O)[O-].[Na+] (NaHCO3). The reagents and catalysts are [N+](CCCC)(CCCC)(CCCC)CCCC.[Br-] (Bu4NBr). Run in COCCOC.O (DME H2O). Run at temperature 80 celsius. Yields the product COC1=CC=C(C=C1)C1=C(C=2C(=C3C(=NC2S1)CCCCC3)C=3SC=CC3)C#N (2-(4-methoxyphenyl)-4-thiophen-2-yl-6,7,8,9-tetrahydro-5H-1-thia-10-aza-cyclohepta[f]indene-3-carbonitrile). Isolated yield 62.1%. Reaction SMILES: Br[C:2]1[S:10][C:9]2[N:8]=[C:7]3[CH2:11][CH2:12][CH2:13][CH2:14][CH2:15][C:6]3=[C:5]([C:16]3[S:17][CH:18]=[CH:19][CH:20]=3)[C:4]=2[C:3]=1[C:21]#[N:22].[CH3:23][O:24][C:25]1[CH:30]=[CH:29][C:28](B(O)O)=[CH:27][CH:26]=1.C([O-])(O)=O.[Na+]>[N+](CCCC)(CCCC)(CCCC)CCCC.[Br-].COCCOC.O>[CH3:23][O:24][C:25]1[CH:30]=[CH:29][C:28]([C:2]2[S:10][C:9]3[N:8]=[C:7]4[CH2:11][CH2:12][CH2:13][CH2:14][CH2:15][C:6]4=[C:5]([C:16]4[S:17][CH:18]=[CH:19][CH:20]=4)[C:4]=3[C:3]=2[C:21]#[N:22])=[CH:27][CH:26]=1 |f:2.3,4.5,6.7|. Reported procedure: To a Schlenk tube was added 2-bromo-4-thiophen-2-yl-6,7,8,9-tetrahydro-5H-1-thia-10-aza-cyclohepta[f]indene-3-carbonitrile (45 mg, 0.116 mmol), p-methoxyphenyl boronic acid (21 mg, 0.138 mmol), NaHCO3 (29 mg, 0.348 mmol), Bu4NBr (8 mg, 0.023 mmol) and 1 mL of DME/H2O (4/1). After evacuating and back-filling with nitrogen twice, a catalytic amount of Pd(PPh3)4 was added. The sealed mixture was heated to 80° C. overnight. After pouring into water, the mixture was extracted with ethyl acetate. The ... Reactants: C1=C(C=CC=2C3=CC=CC=C3CC12)C=O (fluorene-2-carboxaldehyde), C(C)(=O)C=P(C1=CC=CC=C1)(C1=CC=CC=C1)C1=CC=CC=C1 (acetylmethylidene triphenylphosphoran), C1=CC=CC=C1 (benzene). Product: C1=C(C=CC=2C3=CC=CC=C3CC12)C=CC(C)=O (4-(2-fluorenyl)-3-buten-2-one). RXN SMILES: [CH:1]1[C:13]2[CH2:12][C:11]3[C:6](=[CH:7][CH:8]=[CH:9][CH:10]=3)[C:5]=2[CH:4]=[CH:3][C:2]=1C=O.C(C=P(C1C=CC=CC=1)(C1C=CC=CC=1)C1C=CC=CC=1)(=[O:18])C.[CH:39]1C=C[CH:42]=[CH:41][CH:40]=1>>[CH:3]1[C:4]2[CH2:12][C:11]3[C:6](=[CH:7][CH:8]=[CH:9][CH:10]=3)[C:5]=2[CH:13]=[CH:1][C:2]=1[CH:39]=[CH:40][C:41](=[O:18])[CH3:42]. Procedure: A mixture of 14.5 grams of fluorene-2-carboxaldehyde and 28.5 grams of acetylmethylidene triphenylphosphoran was dissolved in 400 ml of benzene and heated to reflux for 24 hours. Benzene was evaporated from the reaction mixture and the residue was recrystallized from ethanol to give 14.6 grams of 4-(2-fluorenyl)-3-buten-2-one, m.p. 146° to 147.5° C. as white crystals